From a dataset of the Open Reaction Database (ORD), a public repository of structured organic reaction records. describe an organic reaction: reactants, conditions, products, and yield Reactants: S(=O)(Cl)Cl (thionyl chloride), C(C)(C)C1CCC(CC1)(C)C(=O)O (4-isopropyl-1-methylcyclohexylcarboxylic acid). Run at time 3 hour. Product: C(C)(C)C1CCC(CC1)(C(=O)Cl)C (4-isopropyl-1-methylcyclohexylcarbonyl chloride). Isolated yield 86.4%. RXN SMILES: S(Cl)([Cl:3])=O.[CH:5]([CH:8]1[CH2:13][CH2:12][C:11]([C:15]([OH:17])=O)([CH3:14])[CH2:10][CH2:9]1)([CH3:7])[CH3:6]>>[CH:5]([CH:8]1[CH2:13][CH2:12][C:11]([CH3:14])([C:15]([Cl:3])=[O:17])[CH2:10][CH2:9]1)([CH3:7])[CH3:6]. Reported procedure: An excess of thionyl chloride was added to 10 g of 4-isopropyl-1-methylcyclohexylcarboxylic acid (cis:trans=1:1, b.p.=122° C./2 mm Hg), and the mixture was stirred for 3 hours. The remaining thionyl chloride was distilled off in a vacuum from the resulting reaction mixture, and the oily product obtained was distilled in a vacuum to obtain 9.5 g of 4-isopropyl-1-methylcyclohexylcarbonyl chloride having a boiling point of 150° to 152° C./60 mm Hg. (Yield: 86.4%.) The reactants are Br, O, COc1cc(C(=O)c2ccnc3ccccc23)cc([N+](=O)[O-])c1O. Product: Br, O=C(c1cc(O)c(O)c([N+](=O)[O-])c1)c1ccnc2ccccc12. Reaction SMILES: [BrH:25].[OH2:26].[n:1]1[cH:2][cH:3][c:4]([C:11](=[O:12])[c:13]2[cH:14][c:15]([O:23][CH3:24])[c:16]([OH:22])[c:17]([N+:19](=[O:20])[O-:21])[cH:18]2)[c:5]2[cH:6][cH:7][cH:8][cH:9][c:10]12>>[BrH:25].[n:1]1[cH:2][cH:3][c:4]([C:11](=[O:12])[c:13]2[cH:14][c:15]([OH:23])[c:16]([OH:22])[c:17]([N+:19](=[O:20])[O-:21])[cH:18]2)[c:5]2[cH:6][cH:7][cH:8][cH:9][c:10]12.